This data is from the Open Reaction Database (ORD), a public repository of structured organic reaction records. The task is: describe an organic reaction: reactants, conditions, products, and yield The reactants are [Li]CCCC, COc1cc(Br)c(OC)c2ccccc12, COC(=O)C1CCC2(C3(C)OCCO3)CC1C(=O)O2, C1CCOC1. Product: COc1cc(C(=O)C2CCC3(C4(C)OCCO4)CC2C(=O)O3)c(OC)c2ccccc12. As a reaction SMILES: [CH2:16]([Li:17])[CH2:18][CH2:19][CH3:20].[CH3:1][O:2][c:3]1[cH:4][c:5]([Br:15])[c:6]([O:13][CH3:14])[c:7]2[cH:8][cH:9][cH:10][cH:11][c:12]12.[CH3:21][O:22][C:23](=[O:24])[CH:25]1[CH:26]2[C:27](=[O:39])[O:28][C:29]([C:33]3([CH3:38])[O:34][CH2:35][CH2:36][O:37]3)([CH2:30][CH2:31]1)[CH2:32]2.[O:40]1[CH2:41][CH2:42][CH2:43][CH2:44]1>>[CH3:1][O:2][c:3]1[cH:4][c:5]([C:23](=[O:22])[CH:25]2[CH:26]3[C:27](=[O:39])[O:28][C:29]([C:33]4([CH3:38])[O:34][CH2:35][CH2:36][O:37]4)([CH2:30][CH2:31]2)[CH2:32]3)[c:6]([O:13][CH3:14])[c:7]2[cH:8][cH:9][cH:10][cH:11][c:12]12. Reactants: COc1ccc(S(=O)(=O)N(Cc2ccccc2)C2CCCCC2C(=O)OC(C)(C)C)cc1, ClCCl, O=C(O)C(F)(F)F. Yields the product COc1ccc(S(=O)(=O)N(Cc2ccccc2)C2CCCCC2C(=O)O)cc1. As a reaction SMILES: [C:1]([CH3:2])([CH3:3])([CH3:4])[O:5][C:6](=[O:7])[CH:8]1[CH:9]([N:14]([S:15](=[O:16])(=[O:17])[c:18]2[cH:19][cH:20][c:21]([O:24][CH3:25])[cH:22][cH:23]2)[CH2:26][c:27]2[cH:28][cH:29][cH:30][cH:31][cH:32]2)[CH2:10][CH2:11][CH2:12][CH2:13]1.[Cl:40][CH2:41][Cl:42].[OH:33][C:34]([C:35]([F:36])([F:37])[F:38])=[O:39]>>[O:5]=[C:6]([OH:7])[CH:8]1[CH:9]([N:14]([S:15](=[O:16])(=[O:17])[c:18]2[cH:19][cH:20][c:21]([O:24][CH3:25])[cH:22][cH:23]2)[CH2:26][c:27]2[cH:28][cH:29][cH:30][cH:31][cH:32]2)[CH2:10][CH2:11][CH2:12][CH2:13]1. The reactants are ClC1=C(CCl)C=CC=C1 (2-Chlorobenzyl chloride), C(=O)([O-])[O-].[K+].[K+] (K2CO3), FC=1C=C2C(=C(NC2=CC1)C)C1=NNS(C2=C1C=CC=C2)(=O)=O (4-(5-fluoro-2-methyl-1H-indol-3-yl)-2H-benzo[e][1,2,3]thiadiazine 1,1-dioxide), C(=O)([O-])[O-].[K+].[K+] (K2CO3), BrCC(=O)OC(C)(C)C (tert-butyl bromoacetate). Solvent: O (H2O), C(Cl)Cl (CH2Cl2), CC#N (CH3CN). Reaction conditions: temperature 80 celsius, time 8 hour. Yields the product C(C)(C)(C)OC(CN1C(=C(C2=CC(=CC=C12)F)C1=NN(S(C2=C1C=CC=C2)(=O)=O)CC2=C(C=CC=C2)Cl)C)=O ({3-[2-(2-Chloro-benzyl)-1,1-dioxo-1,2-dihydro-1λ6-benzo[e][1,2,3]thiadiazin-4-yl]-5-fluoro-2-methyl-indol-1-yl}-acetic acid tert-butyl ester). Reaction SMILES: [Cl:1][C:2]1[CH:9]=[CH:8][CH:7]=[CH:6][C:3]=1[CH2:4]Cl.C([O-])([O-])=O.[K+].[K+].[F:16][C:17]1[CH:18]=[C:19]2[C:23](=[CH:24][CH:25]=1)[NH:22][C:21]([CH3:26])=[C:20]2[C:27]1[C:32]2[CH:33]=[CH:34][CH:35]=[CH:36][C:31]=2[S:30](=[O:38])(=[O:37])[NH:29][N:28]=1.Br[CH2:40][C:41]([O:43][C:44]([CH3:47])([CH3:46])[CH3:45])=[O:42]>CC#N.O.C(Cl)Cl>[C:44]([O:43][C:41](=[O:42])[CH2:40][N:22]1[C:23]2[C:19](=[CH:18][C:17]([F:16])=[CH:25][CH:24]=2)[C:20]([C:27]2[C:32]3[CH:33]=[CH:34][CH:35]=[CH:36][C:31]=3[S:30](=[O:37])(=[O:38])[N:29]([CH2:4][C:3]3[CH:6]=[CH:7][CH:8]=[CH:9][C:2]=3[Cl:1])[N:28]=2)=[C:21]1[CH3:26])([CH3:47])([CH3:46])[CH3:45] |f:1.2.3|. Procedure: 2-Chlorobenzyl chloride (9 μL, 67 μmol) and K2CO3 (10 mg, 72 μmol) were added to a solution of 4-(5-fluoro-2-methyl-1H-indol-3-yl)-2H-benzo[e][1,2,3]thiadiazine 1,1-dioxide (20 mg, 61 μmol) in CH3CN (1 mL), and stirred overnight at 80° C. An additional amount of K2CO3 (10 mg, 72 μmol) and tert-butyl bromoacetate (14 μL, 92 μmol) was added, and the reaction mixture stirred an additional 2 h at 80° C. The reaction mixture was diluted with H2O and CH2Cl2, and filtered through an Extrelut column. Th... Procedure: To a mixture of 488 mg of methyl rel-2-chloro-5-fluoro-6-[(3R,4R)-4-(hydroxymethyl)-3-phenylpiperidin-1-yl]nicotinate, 428 mg of ammonium formate, and 12 mL of methanol was added 70 mg of 10% palladium/carbon while suspending it in 1 mL of water and 6 mL of methanol. The reaction mixture was vigorously stirred at 60° C. for 2 hours. After cooling to room temperature, the insolubles were filtered on a celite layer, and the filtrate was concentrated under reduced pressure. To the obtained residue ... Run in CO (methanol), CO (methanol), O (water). Reactants: ClC1=C(C(=O)OC)C=C(C(=N1)N1C[C@H]([C@@H](CC1)CO)C1=CC=CC=C1)F (methyl rel-2-chloro-5-fluoro-6-[(3R,4R)-4-(hydroxymethyl)-3-phenylpiperidin-1-yl]nicotinate), C(=O)[O-].[NH4+] (ammonium formate). RXN SMILES: Cl[C:2]1[N:11]=[C:10]([N:12]2[CH2:17][CH2:16][C@@H:15]([CH2:18][OH:19])[C@H:14]([C:20]3[CH:25]=[CH:24][CH:23]=[CH:22][CH:21]=3)[CH2:13]2)[C:9]([F:26])=[CH:8][C:3]=1[C:4]([O:6][CH3:7])=[O:5].C([O-])=O.[NH4+]>O.CO.[Pd]>[F:26][C:9]1[C:10]([N:12]2[CH2:17][CH2:16][C@@H:15]([CH2:18][OH:19])[C@H:14]([C:20]3[CH:21]=[CH:22][CH:23]=[CH:24][CH:25]=3)[CH2:13]2)=[N:11][CH:2]=[C:3]([CH:8]=1)[C:4]([O:6][CH3:7])=[O:5] |f:1.2|. Reaction conditions: temperature 60 celsius, time 2 hour. Product: FC=1C(=NC=C(C(=O)OC)C1)N1C[C@H]([C@@H](CC1)CO)C1=CC=CC=C1 (methyl rel-5-fluoro-6-[(3R,4R)-4-(hydroxymethyl)-3-phenylpiperidin-1-yl]nicotinate). The reagents and catalysts are [Pd] (palladium/carbon). Yield: 63.8%. The reagents and catalysts are C=1C=CC(=CC1)[P](C=2C=CC=CC2)(C=3C=CC=CC3)[Pd]([P](C=4C=CC=CC4)(C=5C=CC=CC5)C=6C=CC=CC6)([P](C=7C=CC=CC7)(C=8C=CC=CC8)C=9C=CC=CC9)[P](C=1C=CC=CC1)(C=1C=CC=CC1)C=1C=CC=CC1 (Pd(PPh3)4). Solvent: C1(=CC=CC=C1)C (toluene). As a reaction SMILES: [CH2:1]([N:8]1[C:13](=[O:14])[C:12](Cl)=[C:11](Cl)[C:10]([O:17][CH2:18][C:19]2[CH:24]=[CH:23][CH:22]=[CH:21][CH:20]=2)=[N:9]1)[C:2]1[CH:7]=[CH:6][CH:5]=[CH:4][CH:3]=1.[Cl:25][C:26]1[CH:31]=[CH:30][C:29](B(O)O)=[CH:28][CH:27]=1.C(=O)([O-])[O-].[Na+].[Na+]>C1C=CC([P]([Pd]([P](C2C=CC=CC=2)(C2C=CC=CC=2)C2C=CC=CC=2)([P](C2C=CC=CC=2)(C2C=CC=CC=2)C2C=CC=CC=2)[P](C2C=CC=CC=2)(C2C=CC=CC=2)C2C=CC=CC=2)(C2C=CC=CC=2)C2C=CC=CC=2)=CC=1.C1(C)C=CC=CC=1>[CH2:1]([N:8]1[C:13](=[O:14])[C:12]([C:29]2[CH:30]=[CH:31][C:26]([Cl:25])=[CH:27][CH:28]=2)=[C:11]([C:29]2[CH:30]=[CH:31][C:26]([Cl:25])=[CH:27][CH:28]=2)[C:10]([O:17][CH2:18][C:19]2[CH:24]=[CH:23][CH:22]=[CH:21][CH:20]=2)=[N:9]1)[C:2]1[CH:7]=[CH:6][CH:5]=[CH:4][CH:3]=1 |f:2.3.4,^1:44,46,65,84|. Conditions: temperature 100 celsius, time 36 hour. Procedure: To a round bottom flask was added 2-benzyl-6-(benzyloxy)-4,5-dichloropyridazin-3(2H)-one (20 gm, 55.4 mmol), 4-chlorophenylboronic acid (19.07 gm, 121.88 mmol), 2N sodium carbonate (124.7 ml, 249.3 mmol), toluene (200 ml) and Pd(PPh3)4 (3.2 gm, 2.77 mmol). The reaction was stirred at 100° C. for 36 hours. After this time, the solution was cooled to r.t and the organic layer was separated. The organic layer was washed with water (100 ml), saturated aqueous NaCl (100 ml). The organic layer was dri... The reactants are C(C1=CC=CC=C1)N1N=C(C(=C(C1=O)Cl)Cl)OCC1=CC=CC=C1 (2-benzyl-6-(benzyloxy)-4,5-dichloropyridazin-3(2H)-one), ClC1=CC=C(C=C1)B(O)O (4-chlorophenylboronic acid), C([O-])([O-])=O.[Na+].[Na+] (sodium carbonate). Product: C(C1=CC=CC=C1)N1N=C(C(=C(C1=O)C1=CC=C(C=C1)Cl)C1=CC=C(C=C1)Cl)OCC1=CC=CC=C1 (2-benzyl-6-(benzyloxy)-4,5-bis(4-chlorophenyl)pyridazin-3(2H)-one). Isolated yield 68.6%. Reactants: [H-].[Al+3].[Li+].[H-].[H-].[H-] (lithium aluminum hydride), O1CCCC1 (tetrahydrofuran), [H-].[Al+3].[Li+].[H-].[H-].[H-] (lithium aluminum hydride), O1CCCC1 (tetrahydrofuran), C12CCC(CC1)C2CC(=O)N (bicyclo[2.2.1]hept-7-yl acetamide). Run in O (water). Conditions: time 12 hour. The product is C12CCC(CC1)C2CCN (2-(bicyclo[2.2.1]hept-7-yl)ethylamine). As a reaction SMILES: [H-].[Al+3].[Li+].[H-].[H-].[H-].O1CCCC1.[CH:12]12[CH:18]([CH2:19][C:20]([NH2:22])=O)[CH:15]([CH2:16][CH2:17]1)[CH2:14][CH2:13]2>O>[CH:15]12[CH:18]([CH2:19][CH2:20][NH2:22])[CH:12]([CH2:17][CH2:16]1)[CH2:13][CH2:14]2 |f:0.1.2.3.4.5|. Procedure details: 0.0425 Mole of lithium aluminum hydride is dissolved in 100 ml. of anhydrous tetrahydrofuran at 0° C, under nitrogen, and then 0.0425 mole of bicyclo[2.2.1]hept-7-yl acetamide in 100 ml. of anhydrous tetrahydrofuran is added dropwise. The mixture is stirred for about 12 hours at room temperature and then about 10 ml. of water is carefully added to decompose excess lithium aluminum hydride (and complex). The mixture is then filtered and the filtrate then dried with potassium hydroxide pellets; fi... As a reaction SMILES: [CH3:1][NH2:2].C(O)(=O)C.Cl[C:8]1[C:13]([N+:14]([O-:16])=[O:15])=[C:12]([Cl:17])[N:11]=[C:10]([NH:18][C:19](=[O:21])[CH3:20])[N:9]=1.O>O1CCCC1>[Cl:17][C:12]1[C:13]([N+:14]([O-:16])=[O:15])=[C:8]([NH:2][CH3:1])[N:9]=[C:10]([NH:18][C:19](=[O:21])[CH3:20])[N:11]=1. Yields the product ClC1=NC(=NC(=C1[N+](=O)[O-])NC)NC(C)=O (N1-(4-Chloro-6-methylamino-5-nitro-2-pyrimidinyl)acetamide). The reactants are reagent A, aqueous solution, CN (methylamine), C(C)(=O)O (acetic acid), Ice, reagent A, O (water), reagent A, ClC1=NC(=NC(=C1[N+](=O)[O-])Cl)NC(C)=O (N1-(4,6-dichloro-5-nitro-2-pyrimidinyl)acetamide). Solvent: O1CCCC1 (tetrahydrofuran). Yield: 85.0%. Procedure details: A mixed solution (reagent A) of 2 liters of a 40% aqueous solution of methylamine and 1.5 liters of acetic acid previously prepared at not higher than 10° C. was weighed and taken out in an amount of 1.8 liters and added dropwise into a solution of 1.5 kg of N1-(4,6-dichloro-5-nitro-2-pyrimidinyl)acetamide in 15 liters of tetrahydrofuran with stirring under ice-cooling over 1 hour. The addition was carried out keeping the bulk temperature at 4° C. or lower. After the mixture was stirred for 30 m... Reaction conditions: time 30 minute. Reactants: C(CC)(=O)[O-].C(C1=CC=CC=C1)[NH+]1CCC(CC1)(N(C(CC)=O)C1=CC=CC=C1)C1=NN=NN1 (1-benzyl-4-(1H-tetrazol-5-yl)-4-(N-phenylpropionamido)piperidinium propionate). Run in C(C)(=O)OC(C)=O (acetic anhydride). Conditions: temperature 110 celsius, time 2 hour. The product is C(C1=CC=CC=C1)N1CCC(CC1)(N(C(CC)=O)C1=CC=CC=C1)C=1OC(=NN1)C (1-benzyl-4-(methyl-1,3,4-oxadiazolyl)-4-(N-phenylpropionamido)piperidine). The yield is 80.0%. As a reaction SMILES: [C:1]([O-])(=[O:4])[CH2:2]C.[CH2:6]([NH+:13]1[CH2:18][CH2:17][C:16]([C:30]2[NH:34][N:33]=NN=2)([N:19]([C:24]2[CH:29]=[CH:28][CH:27]=[CH:26][CH:25]=2)[C:20](=[O:23])[CH2:21][CH3:22])[CH2:15][CH2:14]1)[C:7]1[CH:12]=[CH:11][CH:10]=[CH:9][CH:8]=1>C(OC(=O)C)(=O)C>[CH2:6]([N:13]1[CH2:14][CH2:15][C:16]([C:30]2[O:4][C:1]([CH3:2])=[N:33][N:34]=2)([N:19]([C:24]2[CH:25]=[CH:26][CH:27]=[CH:28][CH:29]=2)[C:20](=[O:23])[CH2:21][CH3:22])[CH2:17][CH2:18]1)[C:7]1[CH:12]=[CH:11][CH:10]=[CH:9][CH:8]=1 |f:0.1|. Procedure details: A 100 ml r.b. flask was charged with 1-benzyl-4-(1H-tetrazol-5-yl)-4-(N-phenylpropionamido)piperidinium propionate (6.04 g, 13 mmol) and acetic anhydride (50 ml). The resulting mixture was stirred at 110° C. for 2 hours and concentrated in vacuo. The crude was dissolved in CH2Cl2 (100 ml), washed with 5% Na2CO3 (100 ml), dried over Na2SO4 and concentrated in vacuo. The resulting residue was chromatographed (SiO2, EtOAc/Hex 1:1) to give the product (4.20 g, 10.4 mmol) as a viscous oil: NMR (60 MH...